Dataset: the Open Reaction Database (ORD), a public repository of structured organic reaction records. Task: describe an organic reaction: reactants, conditions, products, and yield As a reaction SMILES: [C:1]([C:5]1[C:6](=[O:16])[C:7]([C:12]([CH3:15])([CH3:14])[CH3:13])=[CH:8][C:9](=O)[CH:10]=1)([CH3:4])([CH3:3])[CH3:2].[NH2:17][C:18]1[CH:26]=[CH:25][C:21]([C:22]([OH:24])=[O:23])=[CH:20][CH:19]=1.B(F)(F)F>O1CCCC1>[C:1]([C:5]1[C:6](=[O:16])[C:7]([C:12]([CH3:15])([CH3:14])[CH3:13])=[CH:8][C:9](=[N:17][C:18]2[CH:26]=[CH:25][C:21]([C:22]([OH:24])=[O:23])=[CH:20][CH:19]=2)[CH:10]=1)([CH3:4])([CH3:3])[CH3:2]. The reactants are C(C)(C)(C)C=1C(C(=CC(C1)=O)C(C)(C)C)=O (2,6-di(tertiary-butyl)-p-benzoquinone), NC1=CC=C(C(=O)O)C=C1 (4-aminobenzoic acid), B(F)(F)F (boron trifluoride). Reported procedure: A mixture of 22 g (0.10 mole) of 2,6-di(tertiary-butyl)-p-benzoquinone, 13.7 g (0.10 mole) of 4-aminobenzoic acid, 175 ml of tetrahydrofuran and 1 ml of boron trifluoride: diethyl ether complex was heated on a steam bath for 1.25 hours. The mixture was allowed to cool to about 20° C. over 16 hours under a nitrogen atmosphere. Evaporation provided a solid which was washed with hexane and recrystallized from ethanol to provide orange solid 2,6-di(tertiary-butyl)-4-(4'-carboxyphenylimino)-2,5-cyclo... The product is C(C)(C)(C)C=1C(C(=CC(C1)=NC1=CC=C(C=C1)C(=O)O)C(C)(C)C)=O (2,6-di(tertiary-butyl)-4-(4'-carboxyphenylimino)-2,5-cyclohexadien-1-one). Solvent: O1CCCC1 (tetrahydrofuran). Conditions: temperature 20 celsius. The reactants are O=C1CCC(=O)N1Br, C1CCOC1, [Na+], [OH-], N#CCc1ccc2c(CCc3ccccc3)nccn12. The product is N#CCc1cc(Br)c2c(CCc3ccccc3)nccn12. RXN SMILES: [Br:21][N:22]1[C:23](=[O:24])[CH2:25][CH2:26][C:27]1=[O:28].[CH2:31]1[O:32][CH2:33][CH2:34][CH2:35]1.[Na+:30].[OH-:29].[c:1]1([CH2:7][CH2:8][c:9]2[c:10]3[n:11]([cH:12][cH:13][n:14]2)[c:15]([CH2:18][C:19]#[N:20])[cH:16][cH:17]3)[cH:2][cH:3][cH:4][cH:5][cH:6]1>>[c:1]1([CH2:7][CH2:8][c:9]2[c:10]3[n:11]([cH:12][cH:13][n:14]2)[c:15]([CH2:18][C:19]#[N:20])[cH:16][c:17]3[Br:21])[cH:2][cH:3][cH:4][cH:5][cH:6]1. Reactants: COC(CCCC1=C(C=CC=C1)N(C)C(C1=CC(=C(C=C1)Cl)B1OC(C(O1)(C)C)(C)C)=O)=O (4-(2-{[4-chloro-3-(4,4,5,5-tetramethyl-[1,3,2]dioxaborolan-2-yl)-benzoyl]-methyl-amino}-phenyl)-butyric acid methyl ester), BrC=1C=CC(=NC1)Cl (5-bromo-2-chloro-pyridine), C(=O)([O-])[O-].[K+].[K+] (K2CO3). Reagents/catalysts: C=1C=CC(=CC1)[P](C=2C=CC=CC2)(C=3C=CC=CC3)[Pd]([P](C=4C=CC=CC4)(C=5C=CC=CC5)C=6C=CC=CC6)([P](C=7C=CC=CC7)(C=8C=CC=CC8)C=9C=CC=CC9)[P](C=1C=CC=CC1)(C=1C=CC=CC1)C=1C=CC=CC1 (Pd(PPh3)4). Solvent: O1CCOCC1 (dioxane). Conditions: temperature 100 celsius. The product is COC(CCCC1=C(C=CC=C1)N(C)C(C1=CC(=C(C=C1)Cl)C=1C=NC(=CC1C)Cl)=O)=O (4-(2-{[4-chloro-3-(6-chloro-4-methyl-pyridin-3-yl)-benzoyl]-methyl-amino}-phenyl)-butyric acid methyl ester). Reaction SMILES: [CH3:1][O:2][C:3](=[O:33])[CH2:4][CH2:5][CH2:6][C:7]1[CH:12]=[CH:11][CH:10]=[CH:9][C:8]=1[N:13]([C:15](=[O:32])[C:16]1[CH:21]=[CH:20][C:19]([Cl:22])=[C:18](B2OC(C)(C)C(C)(C)O2)[CH:17]=1)[CH3:14].Br[C:35]1[CH:36]=[CH:37][C:38]([Cl:41])=[N:39][CH:40]=1.[C:42]([O-])([O-])=O.[K+].[K+]>O1CCOCC1.C1C=CC([P]([Pd]([P](C2C=CC=CC=2)(C2C=CC=CC=2)C2C=CC=CC=2)([P](C2C=CC=CC=2)(C2C=CC=CC=2)C2C=CC=CC=2)[P](C2C=CC=CC=2)(C2C=CC=CC=2)C2C=CC=CC=2)(C2C=CC=CC=2)C2C=CC=CC=2)=CC=1>[CH3:1][O:2][C:3](=[O:33])[CH2:4][CH2:5][CH2:6][C:7]1[CH:12]=[CH:11][CH:10]=[CH:9][C:8]=1[N:13]([C:15](=[O:32])[C:16]1[CH:21]=[CH:20][C:19]([Cl:22])=[C:18]([C:35]2[CH:40]=[N:39][C:38]([Cl:41])=[CH:37][C:36]=2[CH3:42])[CH:17]=1)[CH3:14] |f:2.3.4,^1:57,59,78,97|. Reported procedure: A mixture of 4-(2-{[4-chloro-3-(4,4,5,5-tetramethyl-[1,3,2]dioxaborolan-2-yl)-benzoyl]-methyl-amino}-phenyl)-butyric acid methyl ester (50 mg, 0.11 mmol), 5-bromo-2-chloro-pyridine (26 mg, 0.13 mmol), Pd(PPh3)4 (6 mg, 0.005 mmol), K2CO3 (36 mg, 0.18 mmol) in dioxane (0.6 mL), was heated at 100° C. for 12 hrs. The mixture was purified after a filtration by prep. LCMS to yield 4-(2-{[4-chloro-3-(6-chloro-4-methyl-pyridin-3-yl)-benzoyl]-methyl-amino}-phenyl)-butyric acid methyl ester 13-1. MS [M+H]... The reactants are CC(=O)O, CO, CC(=O)c1cccc(-c2nc3sccn3c2-c2ccnc(NC3CCCN(S(=O)(=O)c4ccc(Cl)cc4)C3)n2)c1, ClCCl, Cl, NO. Product: CC(=NO)c1cccc(-c2nc3sccn3c2-c2ccnc(NC3CCCN(S(=O)(=O)c4ccc(Cl)cc4)C3)n2)c1. RXN SMILES: [CH3:44][C:45](=[O:46])[OH:47].[CH3:48][OH:49].[Cl:1][c:2]1[cH:3][cH:4][c:5]([S:8](=[O:9])(=[O:10])[N:11]2[CH2:12][CH:13]([NH:17][c:18]3[n:19][cH:20][cH:21][c:22](-[c:24]4[c:25](-[c:32]5[cH:33][c:34]([C:38]([CH3:39])=[O:40])[cH:35][cH:36][cH:37]5)[n:26][c:27]5[s:28][cH:29][cH:30][n:31]45)[n:23]3)[CH2:14][CH2:15][CH2:16]2)[cH:6][cH:7]1.[Cl:50][CH2:51][Cl:52].[ClH:41].[NH2:42][OH:43]>>[Cl:1][c:2]1[cH:3][cH:4][c:5]([S:8](=[O:9])(=[O:10])[N:11]2[CH2:12][CH:13]([NH:17][c:18]3[n:19][cH:20][cH:21][c:22](-[c:24]4[c:25](-[c:32]5[cH:33][c:34]([C:38]([CH3:39])=[N:42][OH:43])[cH:35][cH:36][cH:37]5)[n:26][c:27]5[s:28][cH:29][cH:30][n:31]45)[n:23]3)[CH2:14][CH2:15][CH2:16]2)[cH:6][cH:7]1. Reactants: [Na] (sodium), C1(=CC=CC=C1)SCCCCBr (4-phenylmercapto-butylbromide), OC=1C=CC2=C(COC(N2)=O)C1 (6-hydroxy-4H-3,1-benzoxazin-2-one), [O-]CC.[Na+] (sodium ethoxide). Solvent: C(C)O (ethanol). The product is C1(=CC=CC=C1)SCCCCOC=1C=CC2=C(COC(N2)=O)C1 (6-(4-Phenylmercapto-butoxy)-4H-3,1-benzoxazin-2-one). Reaction SMILES: [OH:1][C:2]1[CH:3]=[CH:4][C:5]2[NH:10][C:9](=[O:11])[O:8][CH2:7][C:6]=2[CH:12]=1.[O-]CC.[Na+].[Na].[C:18]1([S:24][CH2:25][CH2:26][CH2:27][CH2:28]Br)[CH:23]=[CH:22][CH:21]=[CH:20][CH:19]=1>C(O)C>[C:18]1([S:24][CH2:25][CH2:26][CH2:27][CH2:28][O:1][C:2]2[CH:3]=[CH:4][C:5]3[NH:10][C:9](=[O:11])[O:8][CH2:7][C:6]=3[CH:12]=2)[CH:23]=[CH:22][CH:21]=[CH:20][CH:19]=1 |f:1.2,^1:16|. Reported procedure: An amount of 4.95 gm (0.03 mol) of 6-hydroxy-4H-3,1-benzoxazin-2-one is added to an ethanolic sodium ethoxide solution prepared from 150 ml of ethanol and 0.92 gm (9.04 mol) of sodium, and the mixture is refluxed. Ten grams (0.04 mol) of 4-phenylmercapto-butylbromide (prepared from thiophenol and excess 1,4-di-bromo-butane, Bp 0.03 mb :=95°-104° C.) are added to the hot solution, and the mixture is refluxed for a further two hours. After cooling, the reaction solution is poured onto ice water an... The reactants are BrB(Br)Br, ClCCl, COc1ccc2c(CC(N)=O)c(C)n(Cc3ccccc3)c2c1, O. Yields the product Cc1c(CC(N)=O)c2ccc(O)cc2n1Cc1ccccc1. As a reaction SMILES: [B:24]([Br:25])([Br:26])[Br:27].[CH2:29]([Cl:30])[Cl:31].[CH3:1][O:2][c:3]1[cH:4][cH:5][c:6]2[c:7]([CH2:20][C:21](=[O:22])[NH2:23])[c:8]([CH3:19])[n:9]([CH2:12][c:13]3[cH:14][cH:15][cH:16][cH:17][cH:18]3)[c:10]2[cH:11]1.[OH2:28]>>[OH:2][c:3]1[cH:4][cH:5][c:6]2[c:7]([CH2:20][C:21](=[O:22])[NH2:23])[c:8]([CH3:19])[n:9]([CH2:12][c:13]3[cH:14][cH:15][cH:16][cH:17][cH:18]3)[c:10]2[cH:11]1. Reactants: C(C)N(CC)CCOC1=CC=C(C=C1)N (N,N-diethyl-2-(4-aminophenoxy)ethylamine), COC1=C(C(=O)Cl)C(=CC=C1)OC (2,6-dimethoxybenzoic acid chloride). The solvent is N1=CC=CC=C1 (pyridine). Run at time 1 hour. The product is C(C)N(CCOC1=CC=C(NC(C2=C(C=CC=C2OC)OC)=O)C=C1)CC (4′-[2-(diethylamino)ethoxy]-2,6-dimethoxybenzanilide). Yield: 70.0%. RXN SMILES: [CH2:1]([N:3]([CH2:6][CH2:7][O:8][C:9]1[CH:14]=[CH:13][C:12]([NH2:15])=[CH:11][CH:10]=1)[CH2:4][CH3:5])[CH3:2].[CH3:16][O:17][C:18]1[CH:26]=[CH:25][CH:24]=[C:23]([O:27][CH3:28])[C:19]=1[C:20](Cl)=[O:21]>N1C=CC=CC=1>[CH2:1]([N:3]([CH2:4][CH3:5])[CH2:6][CH2:7][O:8][C:9]1[CH:14]=[CH:13][C:12]([NH:15][C:20](=[O:21])[C:19]2[C:23]([O:27][CH3:28])=[CH:24][CH:25]=[CH:26][C:18]=2[O:17][CH3:16])=[CH:11][CH:10]=1)[CH3:2]. Reported procedure: N,N-diethyl-2-(4-aminophenoxy)ethylamine (4.00 g) was added into 2,6-dimethoxybenzoic acid chloride (4.20 g) in pyridine (40 ml) in an ice bath. After stirred for one hour at room temperature, the reaction mixture was concentrated under vacuum and residue was dissolved into chloroform (50 ml). The solution was washed with 1N sodium hydroxide aqueous solution followed by water and then saturated sodium chloride (50 ml, each). Solvent was distilled out and residue was purified by silica-gel column... Reactants: CC(C)OC(=O)NNC(=O)OC(C)C, CC(O)CC(C)OC(=O)c1ccc([N+](=O)[O-])cc1. Yields the product CC(C)OC(=O)N=NC(=O)OC(C)C. Reaction SMILES: [CH:1]([CH3:2])([CH3:3])[O:4][C:5](=[O:6])[NH:7][NH:8][C:9](=[O:10])[O:11][CH:12]([CH3:13])[CH3:14].[N+:15]([c:16]1[cH:17][cH:18][c:19]([C:20]([O:21][CH:22]([CH3:23])[CH2:24][CH:25]([OH:26])[CH3:27])=[O:28])[cH:29][cH:30]1)([O-:31])=[O:32]>>[CH:1]([CH3:2])([CH3:3])[O:4][C:5](=[O:6])[N:7]=[N:8][C:9](=[O:10])[O:11][CH:12]([CH3:13])[CH3:14].